describe an organic reaction: reactants, conditions, products, and yield From a dataset of the Open Reaction Database (ORD), a public repository of structured organic reaction records. Starting materials: COC1=CC2=CC[C@H]3[C@@H]4C=CC([C@@]4(CC)CC[C@@H]3[C@H]2CC1)=O (3-methoxy-18-methyl-3,5,15-estratrien-17-one), C(C(=O)O)(=O)O (oxalic acid), C#C (acetylene), C(CCC)[Li] (n-butyllithium). Solvent: CO (methanol), O1CCCC1 (tetrahydrofuran), O (water), O1CCCC1 (tetrahydrofuran), O (water). Run at temperature 60 celsius, time 15 minute. Yields the product C(#C)[C@]1([C@]2(CC)[C@@H](C=C1)[C@@H]1CCC3=CC(CC[C@@H]3[C@H]1CC2)=O)O (17α-ethynyl-17β-hydroxy-18-methyl-4,15-estradien-3-one). As a reaction SMILES: C#C.[CH2:3]([Li])[CH2:4]CC.C[O:9][C:10]1[CH2:28][CH2:27][C@H:26]2[C:12](=[CH:13][CH2:14][C@@H:15]3[C@@H:25]2[CH2:24][CH2:23][C@@:20]2([CH2:21][CH3:22])[C@H:16]3[CH:17]=[CH:18][C:19]2=[O:29])[CH:11]=1.C(O)(=O)C(O)=O>O1CCCC1.O.CO>[C:3]([C@:19]1([OH:29])[CH:18]=[CH:17][C@H:16]2[C@H:15]3[C@H:25]([CH2:24][CH2:23][C@:20]12[CH2:21][CH3:22])[C@@H:26]1[C:27](=[CH:28][C:10](=[O:9])[CH2:11][CH2:12]1)[CH2:13][CH2:14]3)#[CH:4]. Reported procedure: At 0° C., acetylene is introduced for 15 minutes into a solution of 40 ml of n-butyllithium (15% in hexane) in 100 ml of absolute tetrahydrofuran and then 4.0 g of 3-methoxy-18-methyl-3,5,15-estratrien-17-one in 40 ml of tetrahydrofuran is added dropwise thereto. After 15 minutes, the mixture is combined with 8 ml of water, 40 ml of methanol and 8 g of oxalic acid, stirred for one hour at 60° C., 600 ml of water is added, and the mixture is extracted with ethyl acetate. The organic phase is wash... Reactants: S(=O)(Cl)Cl (thionyl chloride), FC(OC1=CC=C(C=C1)[C@@H](C(=O)O)C(C)C)F ((S)-2-(4-difluoromethoxyphenyl)-3-methylbutyric acid). Yields the product FC(OC1=CC=C(C=C1)[C@@H](C(=O)Cl)C(C)C)F ((S)-2-(4-difluoromethoxyphenyl)-3-methylbutyryl chloride). Isolated yield 96.3%. Reaction SMILES: S(Cl)([Cl:3])=O.[F:5][CH:6]([F:21])[O:7][C:8]1[CH:13]=[CH:12][C:11]([C@H:14]([CH:18]([CH3:20])[CH3:19])[C:15](O)=[O:16])=[CH:10][CH:9]=1>>[F:5][CH:6]([F:21])[O:7][C:8]1[CH:13]=[CH:12][C:11]([C@H:14]([CH:18]([CH3:20])[CH3:19])[C:15]([Cl:3])=[O:16])=[CH:10][CH:9]=1. Procedure: Add 32.8 g (0.275 mole) of thionyl chloride to 42 g (0.17 mole) of the obtained (S)-2-(4-difluoromethoxyphenyl)-3-methylbutyric acid, heat with stirring under reflux for 4 hours, and then distill off the unreacted thionyl chloride to give 43 g of (S)-2-(4-difluoromethoxyphenyl)-3-methylbutyryl chloride.